From a dataset of the Open Reaction Database (ORD), a public repository of structured organic reaction records. describe an organic reaction: reactants, conditions, products, and yield Product: CCCC(C)C1CC=C2C3=C(CCC21C)C1(C)CCC(O)C(C)(C)C1CC3. RXN SMILES: [Al+3:40].[CH3:46][CH2:47][O:48][CH2:49][CH3:50].[H-:39].[H-:42].[H-:43].[H-:44].[Li+:41].[OH2:45].[c:1]1([CH3:2])[c:3]([S:4]([O:5][CH2:11][CH2:12][CH2:13][CH:14]([CH3:15])[CH:16]2[CH2:17][CH:18]=[C:19]3[C:20]4=[C:30]([C:28]5([CH3:29])[CH:23]([CH2:22][CH2:21]4)[C:24]([CH3:36])([CH3:37])[CH:25]([OH:35])[CH2:26][CH2:27]5)[CH2:31][CH2:32][C:33]23[CH3:34])(=[O:6])=[O:7])[cH:8][cH:9][cH:10][cH:38]1>>[CH3:11][CH2:12][CH2:13][CH:14]([CH3:15])[CH:16]1[CH2:17][CH:18]=[C:19]2[C:20]3=[C:30]([C:28]4([CH3:29])[CH:23]([CH2:22][CH2:21]3)[C:24]([CH3:36])([CH3:37])[CH:25]([OH:35])[CH2:26][CH2:27]4)[CH2:31][CH2:32][C:33]12[CH3:34]. Starting materials: [Al+3], CCOCC, [H-], [H-], [H-], [H-], [Li+], O, Cc1ccccc1S(=O)(=O)OCCCC(C)C1CC=C2C3=C(CCC21C)C1(C)CCC(O)C(C)(C)C1CC3.